This data is from the Open Reaction Database (ORD), a public repository of structured organic reaction records. The task is: describe an organic reaction: reactants, conditions, products, and yield Reagents/catalysts: [O-2].[O-2].[Mn+4] (manganese dioxide). The solvent is C(Cl)(Cl)Cl (chloroform). Product: [N+](=O)([O-])C1=C(N(N=C1)COCC[Si](C)(C)C)C=O (4-nitro-2-(2-trimethylsilanyl-ethoxymethyl)-2H-pyrazole-3-carbaldehyde). Run at time 8 hour. The reactants are [N+](=O)([O-])C1=C(N(N=C1)COCC[Si](C)(C)C)CO ([4-nitro-2-(2-trimethylsilanyl-ethoxymethyl)-2H-pyrazol-3-yl]methanol). Isolated yield 20.1%. RXN SMILES: [N+:1]([C:4]1[CH:8]=[N:7][N:6]([CH2:9][O:10][CH2:11][CH2:12][Si:13]([CH3:16])([CH3:15])[CH3:14])[C:5]=1[CH2:17][OH:18])([O-:3])=[O:2]>C(Cl)(Cl)Cl.[O-2].[O-2].[Mn+4]>[N+:1]([C:4]1[CH:8]=[N:7][N:6]([CH2:9][O:10][CH2:11][CH2:12][Si:13]([CH3:14])([CH3:15])[CH3:16])[C:5]=1[CH:17]=[O:18])([O-:3])=[O:2] |f:2.3.4|. Reported procedure: To a solution of [4-nitro-2-(2-trimethylsilanyl-ethoxymethyl)-2H-pyrazol-3-yl]methanol (7.776 g, 28.38 mmol) in chloroform (500 mL) was added manganese dioxide (29.18 g, 9 eq). The resulting mixture was heated at reflux for 4 hours, cooled to room temperature and stirred overnight. The reaction mixture was again heated to reflux for 3 hours, filtered through a 3 cm plug of celite using additional chloroform. The filtrate was concentrated to give 4.55 g of crude material and purified via silica g... The reactants are [Cl-], NS(=O)(=O)c1cc(C(=O)O)cc([N+](=O)[O-])c1Oc1cccc(Cl)c1, Cl, [Fe], [NH4+], [Na+], [OH-], O. RXN SMILES: [Cl-:1].[Cl:4][c:5]1[cH:6][c:7]([O:8][c:9]2[c:10]([N+:22]([O-:23])=[O:24])[cH:11][c:12]([C:13](=[O:14])[OH:15])[cH:16][c:17]2[S:18]([NH2:19])(=[O:20])=[O:21])[cH:25][cH:26][cH:27]1.[ClH:3].[Fe:30].[NH4+:2].[Na+:29].[OH-:28].[OH2:31]>>[Cl:4][c:5]1[cH:6][c:7]([O:8][c:9]2[c:10]([NH2:22])[cH:11][c:12]([C:13](=[O:14])[OH:15])[cH:16][c:17]2[S:18]([NH2:19])(=[O:20])=[O:21])[cH:25][cH:26][cH:27]1. The product is Nc1cc(C(=O)O)cc(S(N)(=O)=O)c1Oc1cccc(Cl)c1.